Dataset: the Open Reaction Database (ORD), a public repository of structured organic reaction records. Task: describe an organic reaction: reactants, conditions, products, and yield Reactants: C(C=C)(=O)OC (methyl acrylate), COC1=CC=C(C=C1)N (p-Anisidine), N(=O)[O-].[Na+] (Sodium nitrite), butylated hydroxytoluene, S(O)(O)(=O)=O (Sulfuric acid), three, N(=O)O (nitrous acid). Reagents/catalysts: [Pd] (palladium), C(C)(C)(C)N (t-butylamine). Run in C(C)(=O)O (acetic acid), O (water). Run at time 10 minute. Product: COC1=CC=C(C=CC(=O)OC)C=C1 (methyl p-methoxycinnamate). Yield: 99.0%. As a reaction SMILES: [CH3:1][O:2][C:3]1[CH:8]=[CH:7][C:6](N)=[CH:5][CH:4]=1.S(=O)(=O)(O)O.N([O-])=O.[Na+].N(O)=O.[C:22]([O:26][CH3:27])(=[O:25])[CH:23]=[CH2:24]>C(O)(=O)C.[Pd].C(N)(C)(C)C.O>[CH3:1][O:2][C:3]1[CH:8]=[CH:7][C:6]([CH:24]=[CH:23][C:22]([O:26][CH3:27])=[O:25])=[CH:5][CH:4]=1 |f:2.3|. Reported procedure: p-Anisidine (12.3 g) was dissolved in 55 ml acetic acid and 15 ml water and cooled to 10° C. 98% Sulfuric acid (15 g) was added slowly with agitation while cooling the reaction vessel, a 500 ml three necked round bottom flask equipped with stirrer, thermometer, dropping funnel and cooling bath. Sodium nitrite (6.9 g dissolved in 20 ml water) was then added at 0°-2° C. over one hour while stirring. Excess nitrous acid was then neutralized by the addition of 0.05 g t-butylamine. After 10 minutes, ...